From a dataset of the Open Reaction Database (ORD), a public repository of structured organic reaction records. describe an organic reaction: reactants, conditions, products, and yield The solvent is CN(C)C=O (DMF). Procedure: A mixture of 5-(2-benzyl-2H-indazol-6-yl)-7-[(3R)-piperidin-3-yl]pyrrolo[2,1-f][1,2,4]triazin-4-amine (107 mg, 0.25 mmol), N,N-dimethylglycine (31 mg, 0.30 mmol), EDCl (53 mg, 0.28 mmol), HOBt (38 mg, 0.28 mmol), and N,N-diisopropylethylamine (132 μL, 0.76 mmol) in DMF (2.3 mL) was stirred at rt for 16 h. The crude reaction mixture was purified via preparative HPLC using a gradient elution from 15% to 45% acetonitrile in water followed by filtration through an acidic resin, washing with MeOH. Th... Yields the product C(C1=CC=CC=C1)N1N=C2C=C(C=CC2=C1)C=1C=C(N2N=CN=C(C21)N)[C@H]2CN(CCC2)C(CN(C)C)=O (5-(2-benzyl-2H-indazol-6-yl)-7-{(3R)-1-[(dimethylamino)acetyl]piperidin-3-yl}pyrrolo[2,1-f][1,2,4]triazin-4-amine). Yield: 27.5%. As a reaction SMILES: [CH2:1]([N:8]1[CH:16]=[C:15]2[C:10]([CH:11]=[C:12]([C:17]3[CH:18]=[C:19]([C@@H:27]4[CH2:32][CH2:31][CH2:30][NH:29][CH2:28]4)[N:20]4[C:25]=3[C:24]([NH2:26])=[N:23][CH:22]=[N:21]4)[CH:13]=[CH:14]2)=[N:9]1)[C:2]1[CH:7]=[CH:6][CH:5]=[CH:4][CH:3]=1.[CH3:33][N:34]([CH3:39])[CH2:35][C:36](O)=[O:37].CCN=C=NCCCN(C)C.Cl.C1C=CC2N(O)N=NC=2C=1.C(N(CC)C(C)C)(C)C>CN(C=O)C>[CH2:1]([N:8]1[CH:16]=[C:15]2[C:10]([CH:11]=[C:12]([C:17]3[CH:18]=[C:19]([C@@H:27]4[CH2:32][CH2:31][CH2:30][N:29]([C:36](=[O:37])[CH2:35][N:34]([CH3:39])[CH3:33])[CH2:28]4)[N:20]4[C:25]=3[C:24]([NH2:26])=[N:23][CH:22]=[N:21]4)[CH:13]=[CH:14]2)=[N:9]1)[C:2]1[CH:3]=[CH:4][CH:5]=[CH:6][CH:7]=1 |f:2.3|. Reactants: C(C1=CC=CC=C1)N1N=C2C=C(C=CC2=C1)C=1C=C(N2N=CN=C(C21)N)[C@H]2CNCCC2 (5-(2-benzyl-2H-indazol-6-yl)-7-[(3R)-piperidin-3-yl]pyrrolo[2,1-f][1,2,4]triazin-4-amine), CN(CC(=O)O)C (N,N-dimethylglycine), CCN=C=NCCCN(C)C.Cl (EDCl), C=1C=CC2=C(C1)N=NN2O (HOBt), C(C)(C)N(C(C)C)CC (N,N-diisopropylethylamine). Reaction conditions: time 16 hour.